This data is from the Open Reaction Database (ORD), a public repository of structured organic reaction records. The task is: describe an organic reaction: reactants, conditions, products, and yield Reactants: C(C1=CC=CC=C1)C=1C=NC2=C(C=CC=C2C1C=1C=C(C=CC1)O)C(F)(F)F (3-(3-Benzyl-8-trifluoromethyl-quinolin-4-yl)-phenol), BrCC1=C(C=CC=C1C)C (2-Bromomethyl-1,3-dimethyl-benzene). Product: C(C1=CC=CC=C1)C=1C=NC2=C(C=CC=C2C1C1=CC(=CC=C1)OCC1=C(C=CC=C1C)C)C(F)(F)F (3-BENZYL-4-{3-[(2,6-DIMETHYLBENZYL)OXY]PHENYL}-8-(TRIFLUOROMETHYL)QUINOLINE). Reaction SMILES: [CH2:1]([C:8]1[CH:9]=[N:10][C:11]2[C:16]([C:17]=1[C:18]1[CH:19]=[C:20]([OH:24])[CH:21]=[CH:22][CH:23]=1)=[CH:15][CH:14]=[CH:13][C:12]=2[C:25]([F:28])([F:27])[F:26])[C:2]1[CH:7]=[CH:6][CH:5]=[CH:4][CH:3]=1.Br[CH2:30][C:31]1[C:36]([CH3:37])=[CH:35][CH:34]=[CH:33][C:32]=1[CH3:38]>>[CH2:1]([C:8]1[CH:9]=[N:10][C:11]2[C:16]([C:17]=1[C:18]1[CH:23]=[CH:22][CH:21]=[C:20]([O:24][CH2:30][C:31]3[C:36]([CH3:37])=[CH:35][CH:34]=[CH:33][C:32]=3[CH3:38])[CH:19]=1)=[CH:15][CH:14]=[CH:13][C:12]=2[C:25]([F:28])([F:26])[F:27])[C:2]1[CH:3]=[CH:4][CH:5]=[CH:6][CH:7]=1. Procedure: The title compound was prepared from 3-(3-Benzyl-8-trifluoromethyl-quinolin-4-yl)-phenol and 2-Bromomethyl-1,3-dimethyl-benzene following the procedure of Example 478: MS m/z 498; HRMS: calcd for C32H26F3NO+H+, 498.20392; found (ESI, [M+H]+), 498.2038.